The task is: describe an organic reaction: reactants, conditions, products, and yield. This data is from the Open Reaction Database (ORD), a public repository of structured organic reaction records. The reactants are C[C@H](C(=O)Cl)CCCC ((S)-2-methylhexanoyl chloride), N[C@@H](CCC(O)=O)C(=O)C=1C(=NC=C(C1)N)C#N (alpha-L-glutamyl-5-aminopyridine-2-carbonitrile), C(=O)(O)[O-].[Na+] (NaHCO3), P(Cl)(Cl)(Cl)(Cl)Cl (phosphorus pentachloride), C[C@H](C(=O)O)CCCC ((S)-2-methylhexanoic acid). The solvent is O1CCCC1 (tetrahydrofuran), O (water). Conditions: temperature 20 celsius, time 15 minute. Yields the product C[C@H](C(=O)N[C@@H](CCC(O)=O)C(=O)C=1C(=NC=C(C1)N)C#N)CCCC (N-[(S)-2-methylhexanoyl]-alpha-L-glutamyl-5-aminopyridine-2-carbonitrile). The yield is 69.4%. RXN SMILES: [CH3:1][C@@H:2]([CH2:6][CH2:7][CH2:8][CH3:9])[C:3](Cl)=[O:4].P(Cl)(Cl)(Cl)(Cl)Cl.C[C@@H](CCCC)C(O)=O.[NH2:25][C@H:26]([C:32]([C:34]1[C:35]([C:41]#[N:42])=[N:36][CH:37]=[C:38]([NH2:40])[CH:39]=1)=[O:33])[CH2:27][CH2:28][C:29](=[O:31])[OH:30].C([O-])(O)=O.[Na+]>O1CCCC1.O>[CH3:1][C@@H:2]([CH2:6][CH2:7][CH2:8][CH3:9])[C:3]([NH:25][C@H:26]([C:32]([C:34]1[C:35]([C:41]#[N:42])=[N:36][CH:37]=[C:38]([NH2:40])[CH:39]=1)=[O:33])[CH2:27][CH2:28][C:29](=[O:30])[OH:31])=[O:4] |f:4.5|. Procedure details: To prepare this compound, a solution of 1.2 g (0.008 mol) of (S)-2-methylhexanoyl chloride (prepared by reacting phosphorus pentachloride with (S)-2-methylhexanoic acid, itself obtained by the method described in J. Biol. Chem. 1926, 70, 211; ibid, 1932, 98, 1 and Chem. Pharm. Bull. 1979, 27, 747) in 30 cm3 of anhydrous tetrahydrofuran is added dropwise to a solution of 1 g (0.004 mol) of alpha-L-glutamyl-5-aminopyridine-2-carbonitrile (prepared according to J. Med. Chem. 1973, 16, 163) and 3.4 ... Starting materials: CC(C)(C)C1=CC2=C(C=C(C(O2)C(F)(F)F)C(=O)OCC)C=C1 (Ethyl 7-(1,1-dimethylethyl)-2-(trifluoromethyl)-2H-1-benzopyran-3-carboxylate), carboxylic acid, F (H-F). Yields the product CC(C)(C)C1=CC2=C(C=C(C(O2)C(F)(F)F)C(=O)O)C=C1 (7-(1,1-Dimethylethyl)-2-trifluoromethyl-2H-1-benzopyran-3-carboxylic acid). Reaction SMILES: [CH3:1][C:2]([C:5]1[CH:23]=[CH:22][C:8]2[CH:9]=[C:10]([C:17]([O:19]CC)=[O:18])[CH:11]([C:13]([F:16])([F:15])[F:14])[O:12][C:7]=2[CH:6]=1)([CH3:4])[CH3:3].F>>[CH3:4][C:2]([C:5]1[CH:23]=[CH:22][C:8]2[CH:9]=[C:10]([C:17]([OH:19])=[O:18])[CH:11]([C:13]([F:14])([F:15])[F:16])[O:12][C:7]=2[CH:6]=1)([CH3:1])[CH3:3]. Procedure details: Ethyl 7-(1,1-dimethylethyl)-2-(trifluoromethyl)-2H-1-benzopyran-3-carboxylate (Example 8, Step 2) was hydrolyzed to the carboxylic acid is a procedure similar to that described in Example 1, Step 2: mp 165.6-166.8° C. 1H NMR (acetone-d6 /300 MHz) 7.86 (s, 1H), 7.38 (d, 1H, J=8.1 Hz), 7.1) (dd, 1H, J=1.8 Hz, and J=7.8 Hz), 7.05 (bs, 1H), 5.79 (q H-F, 1H, J=7.2 Hz), 1.32 (s, 9H). FABHRMS m/z 301.1033 (M+H, Calc'd 301.1051). Anal. Calc'd for C15H15F3O3 : C, 60.00; H, 5.04. Found: C, 59.80; H, 5.10.